Dataset: the Open Reaction Database (ORD), a public repository of structured organic reaction records. Task: describe an organic reaction: reactants, conditions, products, and yield Starting materials: C(C)(=O)OC(CCCCCCCCO[Si](C)(C)C(C)(C)C)C=1C=C(OC1)[Si](C)(C)C (4-(1-Acetoxy-9-t-butyldimethylsiloxynonyl)-2-trimethylsilylfuran). Solvent: C(C)(=O)O.O.O1CCCC1 (acetic acid water tetrahydrofuran). The product is C(C)(=O)OC(CCCCCCCCO)C=1C=C(OC1)[Si](C)(C)C (4-(1-Acetoxy-9-hydroxynonyl)-2-trimethylsilylfuran). As a reaction SMILES: [C:1]([O:4][CH:5]([C:22]1[CH:23]=[C:24]([Si:27]([CH3:30])([CH3:29])[CH3:28])[O:25][CH:26]=1)[CH2:6][CH2:7][CH2:8][CH2:9][CH2:10][CH2:11][CH2:12][CH2:13][O:14][Si](C(C)(C)C)(C)C)(=[O:3])[CH3:2]>C(O)(=O)C.O.O1CCCC1>[C:1]([O:4][CH:5]([C:22]1[CH:23]=[C:24]([Si:27]([CH3:30])([CH3:29])[CH3:28])[O:25][CH:26]=1)[CH2:6][CH2:7][CH2:8][CH2:9][CH2:10][CH2:11][CH2:12][CH2:13][OH:14])(=[O:3])[CH3:2] |f:1.2.3|. Reported procedure: 4-(1-Acetoxy-9-t-butyldimethylsiloxynonyl)-2-trimethylsilylfuran (1.00 g, 2.21 mmol) was stirred at 35° for 36 hours in a mixture of acetic acid-water-tetrahydrofuran (1:1:1). The reaction mixture was concentrated and the residue was taken up in ethyl ether, washed with 10% hydrochloric acid, saturated sodium bicarbonate, water, saturated sodium chloride solution, dried over magnesium sulfate, filtered and concentrated to a pale oil. Purification by flash chromatography (silica, 10% ethyl acetat... The reactants are C[O-].[Na+] (sodium methoxide), ON1C(C2C(C1=O)CCC=C2)=O (N-hydroxytetra-hydrophthalimide), C(C)Cl (ethyl chloride), C(C)Cl (ethyl chloride), O (water). Run in CO (methanol). Run at temperature 100 celsius, time 5 hour. Yields the product C(C)ON1C(C2C(C1=O)CCC=C2)=O (N-ethoxytetra-hydrophthalimide). Yield: 74.2%. RXN SMILES: C[O-].[Na+].[OH:4][N:5]1[C:9](=[O:10])[CH:8]2[CH2:11][CH2:12][CH:13]=[CH:14][CH:7]2[C:6]1=[O:15].[CH2:16](Cl)[CH3:17].O>CO>[CH2:16]([O:4][N:5]1[C:6](=[O:15])[CH:7]2[CH2:14][CH2:13][CH:12]=[CH:11][CH:8]2[C:9]1=[O:10])[CH3:17] |f:0.1|. Procedure details: In an autoclave a solution of 3.5 g of sodium methoxide (0.065 mol) in 40 ml of methanol, 11.0 g of N-hydroxytetra-hydrophthalimide (0.066 mol) and 4.6 g (0.072 mol) of ethyl chloride were mixed together. The mixture was heated to 100° C. After reaching this temperature the mixture was stirred for a further 5 hours while the temperature was held at 100° C. After 5 hours' reaction the excess ethyl chloride was blown out and the reaction mixture was discharged. The reaction mixture comprised a lar... Reactants: CN1C(=NC=C1)C=O (1-methyl-1H-imidazole-2-carbaldehyde), C(C)(C)(C)OC(NCCCCN)=O ((4-amino-butyl)-carbamic acid tert-butyl ester). The solvent is C(Cl)Cl (CH2Cl2), [BH-](OC(=O)C)(OC(=O)C)OC(=O)C.[Na+] (NaBH(OAc)3). The product is C(C)(C)(C)OC(NCCCCNCC=1N(C=CN1)C)=O ({4-[(1-methyl-1H-imidazol-2-ylmethyl)-amino]-butyl}-carbamic acid tert-butyl ester). Reaction SMILES: [CH3:1][N:2]1[CH:6]=[CH:5][N:4]=[C:3]1[CH:7]=O.[C:9]([O:13][C:14](=[O:21])[NH:15][CH2:16][CH2:17][CH2:18][CH2:19][NH2:20])([CH3:12])([CH3:11])[CH3:10]>C(Cl)Cl.[BH-](OC(C)=O)(OC(C)=O)OC(C)=O.[Na+]>[C:9]([O:13][C:14](=[O:21])[NH:15][CH2:16][CH2:17][CH2:18][CH2:19][NH:20][CH2:7][C:3]1[N:2]([CH3:1])[CH:6]=[CH:5][N:4]=1)([CH3:12])([CH3:10])[CH3:11] |f:3.4|. Procedure: Using General Procedure B, reaction of 1-methyl-1H-imidazole-2-carbaldehyde and (4-amino-butyl)-carbamic acid tert-butyl ester in CH2Cl2 and NaBH(OAc)3 gave {4-[(1-methyl-1H-imidazol-2-ylmethyl)-amino]-butyl}-carbamic acid tert-butyl ester as a sticky white foam. 1H NMR (CDCl3) δ 1.43 (s, 9H), 1.50-1.59 (m, 4H), 2.01 (s, 3H), 2.04-2.06 (m, 2H), 2.62-2.73 (m, 2H), 3.08-3.17 (m, 2H), 3.79 (s, 2H), 6.85 (d, 1H, J=2.2 Hz), 7.11 (d, 1H, J=1.8 Hz). Starting materials: NC(C(O)C1=CC=C(C=C1)OC)CC1=CC=C(C=C1)C(F)(F)F ((1RS,2SR)-2-amino-1-(4-methoxyphenyl)-3-(4-(trifluoromethyl)phenyl)-1-propanol), FC1=CC=C(C2=CC=CC=C12)C(=O)O (4-fluoronaphthalenecarboxylic acid), Cl.C(C)N=C=NCCCN(C)C (1-ethyl-3-(3-dimethylaminopropyl)carbodiimide hydrochloride), ON1N=NC2=C1C=CC=C2 (1-hydroxy-1H-benzotriazole). The solvent is O (water), C(C)#N (acetonitrile). Run at time 8 hour. The product is FC1=CC=C(C2=CC=CC=C12)C(=O)NC(C(C1=CC=C(C=C1)OC)O)CC1=CC=C(C=C1)C(F)(F)F (4-fluoro-N-((1RS,2SR)-2-hydroxy-2-(4-methoxyphenyl)-1-((4-(trifluoromethyl)phenyl)methyl)ethyl)-1-naphthalenecarboxamide). The yield is 81.3%. As a reaction SMILES: [NH2:1][CH:2]([CH2:13][C:14]1[CH:19]=[CH:18][C:17]([C:20]([F:23])([F:22])[F:21])=[CH:16][CH:15]=1)[CH:3]([C:5]1[CH:10]=[CH:9][C:8]([O:11][CH3:12])=[CH:7][CH:6]=1)[OH:4].[F:24][C:25]1[C:34]2[C:29](=[CH:30][CH:31]=[CH:32][CH:33]=2)[C:28]([C:35](O)=[O:36])=[CH:27][CH:26]=1.Cl.C(N=C=NCCCN(C)C)C.ON1C2C=CC=CC=2N=N1>C(#N)C.O>[F:24][C:25]1[C:34]2[C:29](=[CH:30][CH:31]=[CH:32][CH:33]=2)[C:28]([C:35]([NH:1][CH:2]([CH2:13][C:14]2[CH:19]=[CH:18][C:17]([C:20]([F:21])([F:22])[F:23])=[CH:16][CH:15]=2)[CH:3]([OH:4])[C:5]2[CH:6]=[CH:7][C:8]([O:11][CH3:12])=[CH:9][CH:10]=2)=[O:36])=[CH:27][CH:26]=1 |f:2.3|. Procedure: To a solution of (1RS,2SR)-2-amino-1-(4-methoxyphenyl)-3-(4-(trifluoromethyl)phenyl)-1-propanol (450 mg, 1.38 mmol) in acetonitrile (20 ml) was added 4-fluoronaphthalenecarboxylic acid (263 mg, 1.38 mmol), 1-ethyl-3-(3-dimethylaminopropyl)carbodiimide hydrochloride (397 mg, 2.08 mmol) and 1-hydroxy-1H-benzotriazole (212 mg, 1.38 mmol) and the mixture was stirred overnight at room temperature. The reaction solution was diluted with water (100 ml) and extracted with ethyl acetate (100 ml×2). The e... The reactants are CC(=O)O, CCOC(=O)C1CN(C(=O)c2ccc(F)cc2)CCc2c1[nH]c1ccccc21, C1COCCO1, [Na+], [OH-], O. Yields the product O=C(O)C1CN(C(=O)c2ccc(F)cc2)CCc2c1[nH]c1ccccc21. RXN SMILES: [C:31]([OH:32])(=[O:33])[CH3:34].[CH2:1]([CH3:2])[O:3][C:4](=[O:5])[CH:6]1[CH2:7][N:8]([C:20]([c:21]2[cH:22][cH:23][c:24]([F:27])[cH:25][cH:26]2)=[O:28])[CH2:9][CH2:10][c:11]2[c:12]1[nH:13][c:14]1[cH:15][cH:16][cH:17][cH:18][c:19]21.[CH2:35]1[O:36][CH2:37][CH2:38][O:39][CH2:40]1.[Na+:30].[OH-:29].[OH2:41]>>[O:3]=[C:4]([OH:5])[CH:6]1[CH2:7][N:8]([C:20]([c:21]2[cH:22][cH:23][c:24]([F:27])[cH:25][cH:26]2)=[O:28])[CH2:9][CH2:10][c:11]2[c:12]1[nH:13][c:14]1[cH:15][cH:16][cH:17][cH:18][c:19]21.